This data is from the Open Reaction Database (ORD), a public repository of structured organic reaction records. The task is: describe an organic reaction: reactants, conditions, products, and yield Reactants: [N+](=O)([O-])C=1C=C(C=CC1)CC#N (3-Nitrophenyl acetonitrile), C(C(=O)O)(=O)O (oxalic acid). Run in C1CCOC1 (THF). Product: C(C(=O)O)(=O)O.[N+](=O)([O-])C=1C=C(CCN)C=CC1 (3-nitro-phenethylamine oxalate). RXN SMILES: [N+:1]([C:4]1[CH:5]=[C:6]([CH2:10][C:11]#[N:12])[CH:7]=[CH:8][CH:9]=1)([O-:3])=[O:2].[C:13]([OH:18])(=[O:17])[C:14]([OH:16])=[O:15]>C1COCC1>[C:13]([OH:18])(=[O:17])[C:14]([OH:16])=[O:15].[N+:1]([C:4]1[CH:5]=[C:6]([CH:7]=[CH:8][CH:9]=1)[CH2:10][CH2:11][NH2:12])([O-:3])=[O:2] |f:3.4|. Reported procedure: 3-Nitrophenyl acetonitrile (6.486 g, 0.04 mol) was refluxed with borane-THF complex (40 mL, 0.04 mole) in anhydrous THF (80 mL) for 45 min under argon. The reaction mixture was quenched with methanol and concentrated. 3-Nitrophenylethyl amine was crystallized from the reaction mixture by adding oxalic acid (10 g, 0.08 mol). Yield 4.36 g, 85%. Reactants: NC1CCN(CC1)CCN1C2=C(OCC1=O)C=CC(=N2)Br (4-[2-(4-Aminopiperidin-1-yl)ethyl]-6-bromo-2H-pyrido[3,2-b][1,4]oxazin-3(4H)-one), NC1CCN(CC1)CCN1C2=C(OCC1=O)C=CC(=N2)Br (4-[2-(4-Aminopiperidin-1-yl)ethyl]-6-bromo-2H-pyrido[3,2-b][1,4]oxazin-3(4H)-one), O=C1NC2=C(OC1)C=CC(=N2)C=O (3-oxo-3,4-dihydro-2H-pyrido[3,2-b][1,4]oxazine-6-carbaldehyde), C(#N)[BH3-].[Na+] (sodium cyanoborohydride). The product is BrC=1C=CC=2OCC(N(C2N1)CCN1CCC(CC1)NCC=1C=CC=2OCC(NC2N1)=O)=O (6-Bromo-4-[2-(4-{[(3-oxo-3,4-dihydro-2H-pyrido[3,2-b][1,4]oxazin-6-yl)methyl]amino}piperidin-1-yl)ethyl]-2H-pyrido[3,2-b][1,4]oxazin-3(4H)-one). Yield: 64.0%. RXN SMILES: [NH2:1][CH:2]1[CH2:7][CH2:6][N:5]([CH2:8][CH2:9][N:10]2[C:15](=[O:16])[CH2:14][O:13][C:12]3[CH:17]=[CH:18][C:19]([Br:21])=[N:20][C:11]2=3)[CH2:4][CH2:3]1.[O:22]=[C:23]1[CH2:28][O:27][C:26]2[CH:29]=[CH:30][C:31]([CH:33]=O)=[N:32][C:25]=2[NH:24]1.C([BH3-])#N.[Na+]>>[Br:21][C:19]1[CH:18]=[CH:17][C:12]2[O:13][CH2:14][C:15](=[O:16])[N:10]([CH2:9][CH2:8][N:5]3[CH2:6][CH2:7][CH:2]([NH:1][CH2:33][C:31]4[CH:30]=[CH:29][C:26]5[O:27][CH2:28][C:23](=[O:22])[NH:24][C:25]=5[N:32]=4)[CH2:3][CH2:4]3)[C:11]=2[N:20]=1 |f:2.3|. Procedure: 4-[2-(4-Aminopiperidin-1-yl)ethyl]-6-bromo-2H-pyrido[3,2-b][1,4]oxazin-3(4H)-one (Intermediate 79), 3-oxo-3,4-dihydro-2H-pyrido[3,2-b][1,4]oxazine-6-carbaldehyde (WO 2004/058144) and sodium cyanoborohydride were reacted as described under Example 21 to give the product as an off-white solid in 64% yield.